From a dataset of the Open Reaction Database (ORD), a public repository of structured organic reaction records. describe an organic reaction: reactants, conditions, products, and yield The reactants are BrCc1ccccc1, O=C([O-])[O-], CC#N, [K+], [K+], c1nc[nH]n1. Product: c1ccc(Cn2cncn2)cc1. As a reaction SMILES: [Br:1][CH2:2][c:3]1[cH:4][cH:5][cH:6][cH:7][cH:8]1.[C:14](=[O:15])([O-:16])[O-:17].[CH3:20][C:21]#[N:22].[K+:18].[K+:19].[nH:9]1[n:10][cH:11][n:12][cH:13]1>>[CH2:2]([c:3]1[cH:4][cH:5][cH:6][cH:7][cH:8]1)[n:9]1[n:10][cH:11][n:12][cH:13]1. Starting materials: OC=1C=C(C=O)C=CC1 (3-hydroxybenzaldehyde), ClCC1=NC2=CC=CC=C2C=C1 (2-(chloromethyl)quinoline), C([O-])([O-])=O.[K+].[K+] (potassium carbonate). The solvent is CN(C=O)C (N,N-dimethylformamide). Run at temperature 60 celsius, time 3 hour. Product: C(=O)C=1C=C(OCC2=NC3=CC=CC=C3C=C2)C=CC1 (2-[[3-(formyl)phenoxy]methyl]quinoline). Yield: 95.0%. RXN SMILES: [OH:1][C:2]1[CH:3]=[C:4]([CH:7]=[CH:8][CH:9]=1)[CH:5]=[O:6].Cl[CH2:11][C:12]1[CH:21]=[CH:20][C:19]2[C:14](=[CH:15][CH:16]=[CH:17][CH:18]=2)[N:13]=1.C(=O)([O-])[O-].[K+].[K+]>CN(C)C=O>[CH:5]([C:4]1[CH:3]=[C:2]([CH:9]=[CH:8][CH:7]=1)[O:1][CH2:11][C:12]1[CH:21]=[CH:20][C:19]2[C:14](=[CH:15][CH:16]=[CH:17][CH:18]=2)[N:13]=1)=[O:6] |f:2.3.4|. Procedure: A mixture of 3-hydroxybenzaldehyde (6.71 g), 2-(chloromethyl)quinoline (8.88 g) and potassium carbonate (8.28 g) in N,N-dimethylformamide (25 ml) was stirred at 60° C. for 3 hours. The mixture was allowed to cool and concentrated in vacuo. The residue was treated with water. The separated oil was extracted with ethyl acetate. The organic layer was washed with brine, dried, and evaporated to give an oil, which was crystallized from n-hexane to yield 2-[[3-(formyl)phenoxy]methyl]quinoline (12.5 g)... Starting materials: CN(CCN1C(C(=CC=C1)C1=CC=C(C(=O)OC)C=C1)=O)C (Methyl 4-{1-[2-(dimethylamino)ethyl]-2-oxo-1,2-dihydropyridin-3-yl}benzoate), [H][H] (hydrogen). Reagents/catalysts: [Pt]=O (platinum oxide). Run in C(C)(=O)O (acetic acid). Yields the product CN(CCN1C(C(CCC1)C1=CC=C(C(=O)OC)C=C1)=O)C (methyl 4-{1-[2-(dimethylamino)ethyl]-2-oxopiperidin-3-yl}benzoate). Yield: 88.4%. RXN SMILES: [CH3:1][N:2]([CH3:22])[CH2:3][CH2:4][N:5]1[CH:10]=[CH:9][CH:8]=[C:7]([C:11]2[CH:20]=[CH:19][C:14]([C:15]([O:17][CH3:18])=[O:16])=[CH:13][CH:12]=2)[C:6]1=[O:21].[H][H]>C(O)(=O)C.[Pt]=O>[CH3:22][N:2]([CH3:1])[CH2:3][CH2:4][N:5]1[CH2:10][CH2:9][CH2:8][CH:7]([C:11]2[CH:12]=[CH:13][C:14]([C:15]([O:17][CH3:18])=[O:16])=[CH:19][CH:20]=2)[C:6]1=[O:21]. Procedure: Methyl 4-{1-[2-(dimethylamino)ethyl]-2-oxo-1,2-dihydropyridin-3-yl}benzoate (490 mg) was dissolved in acetic acid (20 mL), and platinum oxide (74 mg) was added, followed by stirring in a hydrogen atmosphere (1 atm.) at room temperature for 15 hours. The vapor in the reactor was purged with argon, then the reaction mixture was filtered through Celite, followed by washing with methanol. The filtrate was concentrated under reduced pressure, followed by two times azeotropy with toluene. An aqueous s... Starting materials: ClC(COC(=O)N(C=1C(=NON1)C1=CC=C(C=C1)N1CCN(CC1)C(=O)OC(C)(C)C)C(=O)OCC(Cl)(Cl)Cl)(Cl)Cl (tert-butyl 4-[4-(4-{bis[(2,2,2-trichloroethoxy)carbonyl]amino}-1,2,5-oxadiazol-3-yl)phenyl]piperazine-1-carboxylate), [OH-].[Na+] (NaOH). The solvent is [Cl-].[Na+].O (brine), C1CCOC1 (THF). Run at time 1 hour. Product: ClC(COC(=O)NC=1C(=NON1)C1=CC=C(C=C1)N1CCN(CC1)C(=O)OC(C)(C)C)(Cl)Cl (tert-butyl 4-[4-(4-{[(2,2,2-trichloroethoxy)carbonyl]amino}-1,2,5-oxadiazol-3-yl)phenyl]piperazine-1-carboxylate). As a reaction SMILES: [Cl:1][C:2]([Cl:41])([Cl:40])[CH2:3][O:4][C:5]([N:7](C(OCC(Cl)(Cl)Cl)=O)[C:8]1[C:9]([C:13]2[CH:18]=[CH:17][C:16]([N:19]3[CH2:24][CH2:23][N:22]([C:25]([O:27][C:28]([CH3:31])([CH3:30])[CH3:29])=[O:26])[CH2:21][CH2:20]3)=[CH:15][CH:14]=2)=[N:10][O:11][N:12]=1)=[O:6].[OH-].[Na+]>C1COCC1.[Cl-].[Na+].O>[Cl:40][C:2]([Cl:1])([Cl:41])[CH2:3][O:4][C:5]([NH:7][C:8]1[C:9]([C:13]2[CH:18]=[CH:17][C:16]([N:19]3[CH2:20][CH2:21][N:22]([C:25]([O:27][C:28]([CH3:29])([CH3:31])[CH3:30])=[O:26])[CH2:23][CH2:24]3)=[CH:15][CH:14]=2)=[N:10][O:11][N:12]=1)=[O:6] |f:1.2,4.5.6|. Reported procedure: To tert-butyl 4-[4-(4-{bis[(2,2,2-trichloroethoxy)carbonyl]amino}-1,2,5-oxadiazol-3-yl)phenyl]piperazine-1-carboxylate (1.21 g, 1.74 mmol) in THF (25 mL) was added an aqueous solution of NaOH (1.0 M, 4.0 mL, 4.0 mmol) dropwise and the reaction mixture was stirred for 1 hour. The reaction was poured into brine and the product extracted with Et2O (2×), dried over Na2SO4, concentrated in vacuo and purified by flash chromatography over silica gel (EtOAc/Hex, 3/7) to afford tert-butyl 4-[4-(4-{[(2,2,... Reactants: FC=1C=C(C=CC1)C1=CC=C(C=N1)C(=O)O (6-(3-fluorophenyl)pyridine-3-carboxylic acid), CCN=C=NCCCN(C)C.C(CCl)Cl (EDAC EDC), C=1C=CC2=C(C1)N=NN2O (HOBt), FC(CN1CCC(CC1)N)(F)F (1-(2,2,2-trifluoroethyl)piperidin-4-amine), CN1CCOCC1 (NMM). The solvent is O (water), CC(=O)N(C)C (DMA). Conditions: time 2 hour. The product is FC(CN1CCC(CC1)N)(F)F (1-(2,2,2-Trifluoroethyl)piperidin-4-amine), FC=1C=C(C=CC1)C1=NC=C(C(=O)NC2CCN(CC2)CC(F)(F)F)C=C1 (6-(3-Fluorophenyl)-N-(1-(2,2,2-trifluoroethyl)piperidin-4-yl)nicotinamide). Isolated yield 152.2%. RXN SMILES: [F:1][C:2]1[CH:3]=[C:4]([C:8]2[N:13]=[CH:12][C:11]([C:14]([OH:16])=O)=[CH:10][CH:9]=2)[CH:5]=[CH:6][CH:7]=1.CCN=C=NCCCN(C)C.C(Cl)CCl.C1C=CC2N(O)N=NC=2C=1.[F:42][C:43]([F:53])([F:52])[CH2:44][N:45]1[CH2:50][CH2:49][CH:48]([NH2:51])[CH2:47][CH2:46]1.CN1CCOCC1>CC(N(C)C)=O.O>[F:53][C:43]([F:42])([F:52])[CH2:44][N:45]1[CH2:50][CH2:49][CH:48]([NH2:51])[CH2:47][CH2:46]1.[F:1][C:2]1[CH:3]=[C:4]([C:8]2[CH:9]=[CH:10][C:11]([C:14]([NH:51][CH:48]3[CH2:49][CH2:50][N:45]([CH2:44][C:43]([F:53])([F:42])[F:52])[CH2:46][CH2:47]3)=[O:16])=[CH:12][N:13]=2)[CH:5]=[CH:6][CH:7]=1 |f:1.2|. Reported procedure: 1-(2,2,2-Trifluoroethyl)piperidin-4-amine was synthesized as in steps a-c of Example 1. To a 250 mL round bottom flask containing 6-(3-fluorophenyl)pyridine-3-carboxylic acid (see Example 3, Step A)(2.01 g, 9.25 mmol ) in DMA (35 mL) was added EDAC/EDC*HCl(1.95 g, 10.2 mmol), HOBt (1.38 g, 10.2 mmol), 1-(2,2,2-trifluoroethyl)piperidin-4-amine (1.85 g, 10.2 mmol) and NMM (2.23 mL, 20.4). After stirring at room temperature for 2 hours the reaction mixture was diluted with water (100 mL) and the re... Starting materials: IC1=CC=CC=2[C@H]3[C@@H](N(C12)C)CCN(C3)C ((4aS,9bR)-6-Iodo-2,5-dimethyl-2,3,4,4a,5,9b-hexahydro-1H-pyrido[4,3-b]indole), C1(=C(C=CC=C1)C1=CC=C(C=C1)S)C (p-tolylthiophenol), [H-].[Na+] (sodium hydride). The reagents and catalysts are [Cu](I)I (copper iodide). The solvent is CN1C(N(CCC1)C)=O (1,3-dimethyl-3,4,5,6-tetrahydro-2(1H)-pyrimidinone). Reaction conditions: temperature 100 celsius, time 16 hour. Product: CN1C[C@@H]2[C@@H](N(C=3C(=CC=CC23)SC2=CC=C(C=C2)C)C)CC1 ((4aS,9bR)-2,5-dimethyl-6-[(4-methylphenyl)sulfanyl]-2,3,4,4a,5,9b-hexahydro-1H-pyrido[4,3-b]indole). Reaction SMILES: I[C:2]1[C:10]2[N:9]([CH3:11])[C@H:8]3[CH2:12][CH2:13][N:14]([CH3:16])[CH2:15][C@H:7]3[C:6]=2[CH:5]=[CH:4][CH:3]=1.C1(C)C=CC=C[C:18]=1[C:23]1[CH:28]=[CH:27][C:26]([SH:29])=[CH:25][CH:24]=1.[H-].[Na+]>[Cu](I)I.CN1CCCN(C)C1=O>[CH3:16][N:14]1[CH2:13][CH2:12][C@@H:8]2[N:9]([CH3:11])[C:10]3[C:2]([S:29][C:26]4[CH:27]=[CH:28][C:23]([CH3:18])=[CH:24][CH:25]=4)=[CH:3][CH:4]=[CH:5][C:6]=3[C@@H:7]2[CH2:15]1 |f:2.3|. Procedure details: (4aS,9bR)-6-Iodo-2,5-dimethyl-2,3,4,4a,5,9b-hexahydro-1H-pyrido[4,3-b]indole (910 mg, 2.7 mmol) was combined with p-tolylthiophenol (426 mg, 3.3 mmol), sodium hydride (132 mg, 3.3 mmol, 60% in oil dispersion), copper iodide (515 mg, 2.7 mmol) and 1,3-dimethyl-3,4,5,6-tetrahydro-2(1H)-pyrimidinone (5 mL) and stirred at 100° C. for 16 hours. The reaction mixture was partitioned between water and CHCl3. The aqueous layer was extracted with CHCl3 (3×20 mL). The combined organics were washed with sat...